This data is from the Open Reaction Database (ORD), a public repository of structured organic reaction records. The task is: describe an organic reaction: reactants, conditions, products, and yield Reactants: N1(CCOCC1)C1=C(C(=O)Cl)C=C(C=C1)[N+](=O)[O-] (2-morpholin-4-yl-5-nitro-benzoyl chloride), ClC1=CC=C(C=C1)N1CCNCC1 (4-chloro-phenyl-piperazine). Yields the product ClC1=CC=C(C=C1)N1CCN(CC1)C(=O)C1=C(C=CC(=C1)[N+](=O)[O-])N1CCOCC1 ([4-(4-Chloro-phenyl)-piperazin-1-yl]-(2-morpholin-4-yl-5-nitro-phenyl)-methanone). As a reaction SMILES: [N:1]1([C:7]2[CH:15]=[CH:14][C:13]([N+:16]([O-:18])=[O:17])=[CH:12][C:8]=2[C:9](Cl)=[O:10])[CH2:6][CH2:5][O:4][CH2:3][CH2:2]1.[Cl:19][C:20]1[CH:25]=[CH:24][C:23]([N:26]2[CH2:31][CH2:30][NH:29][CH2:28][CH2:27]2)=[CH:22][CH:21]=1>>[Cl:19][C:20]1[CH:21]=[CH:22][C:23]([N:26]2[CH2:31][CH2:30][N:29]([C:9]([C:8]3[CH:12]=[C:13]([N+:16]([O-:18])=[O:17])[CH:14]=[CH:15][C:7]=3[N:1]3[CH2:6][CH2:5][O:4][CH2:3][CH2:2]3)=[O:10])[CH2:28][CH2:27]2)=[CH:24][CH:25]=1. Procedure: The title compound was prepared according to the procedure described for example 46 from 2-morpholin-4-yl-5-nitro-benzoyl chloride and 4-chloro-phenyl-piperazine (orange solid), MS (m/e): 449.2 (M+H, 100%).